The task is: describe an organic reaction: reactants, conditions, products, and yield. This data is from the Open Reaction Database (ORD), a public repository of structured organic reaction records. Reactants: C(#N)[BH3-].[Na+] (sodium cyanoborohydride), FC(C(=O)O)(F)F.N1CC(C1)OC1=C(C=C(C=C1)N1C(C2=C(C=C1)C=C(S2)C2=CC=C(C=C2)Cl)=O)OC (6-[4-(azetidin-3-yloxy)-3-methoxy-phenyl]-2-(4-chloro-phenyl)-6H-thieno[2,3-c]pyridin-7-one trifluoroacetic acid salt), CO (methanol), C=O (formaldehyde). The solvent is C(C)(=O)O (acetic acid). Reaction conditions: time 15 minute. Yields the product ClC1=CC=C(C=C1)C1=CC2=C(C(N(C=C2)C2=CC(=C(C=C2)OC2CN(C2)C)OC)=O)S1 (2-(4-chloro-phenyl)-6-[3-methoxy-4-(1-methyl-azetidin-3-yloxy)-phenyl]-6H-thieno[2,3-c]pyridin-7-one). Yield: 61.2%. As a reaction SMILES: F[C:2](F)(F)C(O)=O.[NH:8]1[CH2:11][CH:10]([O:12][C:13]2[CH:18]=[CH:17][C:16]([N:19]3[CH:24]=[CH:23][C:22]4[CH:25]=[C:26]([C:28]5[CH:33]=[CH:32][C:31]([Cl:34])=[CH:30][CH:29]=5)[S:27][C:21]=4[C:20]3=[O:35])=[CH:15][C:14]=2[O:36][CH3:37])[CH2:9]1.CO.C=O.C([BH3-])#N.[Na+]>C(O)(=O)C>[Cl:34][C:31]1[CH:30]=[CH:29][C:28]([C:26]2[S:27][C:21]3[C:20](=[O:35])[N:19]([C:16]4[CH:17]=[CH:18][C:13]([O:12][CH:10]5[CH2:9][N:8]([CH3:2])[CH2:11]5)=[C:14]([O:36][CH3:37])[CH:15]=4)[CH:24]=[CH:23][C:22]=3[CH:25]=2)=[CH:33][CH:32]=1 |f:0.1,4.5|. Procedure: Mix 6-[4-(azetidin-3-yloxy)-3-methoxy-phenyl]-2-(4-chloro-phenyl)-6H-thieno[2,3-c]pyridin-7-one trifluoroacetic acid salt (210 mg, 0.48 mmol) with methanol (10 mL) and acetic acid (0.3 mL). Add a solution of formaldehyde (0.20 mL, 2.66 mmol, 37% aqueous solution) and stir the mixture for 15 min. Add sodium cyanoborohydride (110 mg, 1.75 mmol) and stir the mixture at RT overnight. Concentrate the mixture in vacuo and partition the crude material between saturated NaHCO3 (25 mL) and CH2Cl2 (25 mL)...